From a dataset of the Open Reaction Database (ORD), a public repository of structured organic reaction records. describe an organic reaction: reactants, conditions, products, and yield Starting materials: OC(CC[C@H]1[C@H](CN(CC1)CC#CC1=C(C=CC=C1F)F)C(=O)OC)C1=CC=NC2=CC=C(C=C12)OC (methyl (3R,4R)-4-[3-(R,S)-hydroxy-3-(6-methoxyquinolin-4-yl)propyl]-1-[3-(2,6-difluorophenyl)prop-2-ynyl]piperidine-3-carboxylate), [OH-].[Na+] (sodium hydroxide), CCCCC (pentane). Solvent: C(C)(C)OC(C)C (diisopropyl ether), O1CCOCC1 (dioxane). Reaction conditions: temperature 60 celsius, time 15 hour. The product is OC(CC[C@H]1[C@H](CN(CC1)CC#CC1=C(C=CC=C1F)F)C(=O)O)C1=CC=NC2=CC=C(C=C12)OC ((3R,4R)-4-[3-(R,S)-hydroxy-3-(6-methoxyquinolin-4-yl)propyl]-1-[3-(2,6-difluorophenyl)prop-2-ynyl]piperidine-3-carboxylic acid). The yield is 56.7%. As a reaction SMILES: [OH:1][CH:2]([C:26]1[C:35]2[C:30](=[CH:31][CH:32]=[C:33]([O:36][CH3:37])[CH:34]=2)[N:29]=[CH:28][CH:27]=1)[CH2:3][CH2:4][C@@H:5]1[CH2:10][CH2:9][N:8]([CH2:11][C:12]#[C:13][C:14]2[C:19]([F:20])=[CH:18][CH:17]=[CH:16][C:15]=2[F:21])[CH2:7][C@@H:6]1[C:22]([O:24]C)=[O:23].[OH-].[Na+].CCCCC>O1CCOCC1.C(OC(C)C)(C)C>[OH:1][CH:2]([C:26]1[C:35]2[C:30](=[CH:31][CH:32]=[C:33]([O:36][CH3:37])[CH:34]=2)[N:29]=[CH:28][CH:27]=1)[CH2:3][CH2:4][C@@H:5]1[CH2:10][CH2:9][N:8]([CH2:11][C:12]#[C:13][C:14]2[C:19]([F:20])=[CH:18][CH:17]=[CH:16][C:15]=2[F:21])[CH2:7][C@@H:6]1[C:22]([OH:24])=[O:23] |f:1.2|. Procedure: A solution of 0.531 g of methyl (3R,4R)-4-[3-(R,S)-hydroxy-3-(6-methoxyquinolin-4-yl)propyl]-1-[3-(2,6-difluorophenyl)prop-2-ynyl]piperidine-3-carboxylate in 5.3 cm3 of dioxane to which had been added 0.84 cm3 of 5N aqueous sodium hydroxide solution was stirred for 15 hours at a temperature in the region of 60° C. After cooling to a temperature in the region of 20° C., the reaction mixture was concentrated under reduced pressure (5 kPa) at a temperature in the region of 40° C. The residue obtain... Reactants: B, CCCCCCCNC(=O)c1cccc(OC)c1OC, C1CCOC1, CSC, CCOCC. Product: CCCCCCCNCc1cccc(OC)c1OC. RXN SMILES: [BH3:21].[CH2:1]([CH2:2][CH2:3][CH2:4][CH2:5][CH2:6][CH3:7])[NH:8][C:9]([c:10]1[c:11]([O:18][CH3:19])[c:12]([O:16][CH3:17])[cH:13][cH:14][cH:15]1)=[O:20].[CH2:25]1[O:26][CH2:27][CH2:28][CH2:29]1.[CH3:22][S:23][CH3:24].[CH3:30][CH2:31][O:32][CH2:33][CH3:34]>>[CH2:1]([CH2:2][CH2:3][CH2:4][CH2:5][CH2:6][CH3:7])[NH:8][CH2:9][c:10]1[c:11]([O:18][CH3:19])[c:12]([O:16][CH3:17])[cH:13][cH:14][cH:15]1. Isolated yield 10.1%. Run at temperature 50 celsius, time 17 hour. The product is C(C)(=O)NC=1OC2=C(N1)C=CC(=C2)OCC=2N=C1N(C=CC(=C1)C)C2 (2-acetamido-6-[(7-methylimidazo[1,2-a]pyridin-2-yl)methoxy]benzoxazole). Run in CN(C=O)C (N,N-dimethylformamide). As a reaction SMILES: C[O-].[Na+].[C:4]([NH:7][C:8]1[O:9][C:10]2[CH:16]=[C:15]([OH:17])[CH:14]=[CH:13][C:11]=2[N:12]=1)(=[O:6])[CH3:5].Cl[CH2:19][C:20]1[N:21]=[C:22]2[CH:27]=[C:26]([CH3:28])[CH:25]=[CH:24][N:23]2[CH:29]=1>CN(C)C=O>[C:4]([NH:7][C:8]1[O:9][C:10]2[CH:16]=[C:15]([O:17][CH2:19][C:20]3[N:21]=[C:22]4[CH:27]=[C:26]([CH3:28])[CH:25]=[CH:24][N:23]4[CH:29]=3)[CH:14]=[CH:13][C:11]=2[N:12]=1)(=[O:6])[CH3:5] |f:0.1|. The reactants are C[O-].[Na+] (sodium methoxide), C(C)(=O)NC=1OC2=C(N1)C=CC(=C2)O (2-acetamido-6-hydroxybenzoxazole), ClCC=1N=C2N(C=CC(=C2)C)C1 (2-chloromethyl-7-methylimidazo[1,2-a]pyridine). Reported procedure: Methanolic sodium methoxide (28 wt. %, 1.25 g) was added to a solution of 2-acetamido-6-hydroxybenzoxazole (1.25 g) and 2-chloromethyl-7-methylimidazo[1,2-a]pyridine (1.41 g) in N,N-dimethylformamide (25 ml). After the mixture was stirred at 50° C. for 17 hours, the solvent was evaporated in vacuo. Water was added to the residue and the mixture was extracted with ethyl acetate. The extract was washed with water, dried over magnesium sulfate and evaporated in vacuo. The residue was chromatographe... The reactants are C(=O)C=1C(=C(C(=O)OC)C=CC1)O (methyl 3-formyl-2-hydroxybenzoate), BrC(C(=O)OC)C1=CC=C(C=C1)Cl (methyl α-bromo-p-chlorophenylacetate), C([O-])([O-])=O.[K+].[K+] (potassium carbonate). The solvent is CN(C=O)C (dimethylformamide). Reaction conditions: temperature 100 celsius. Product: ClC1=CC=C(C=C1)C=1OC2=C(C1)C=CC=C2C(=O)O (2-(4-chlorophenyl)benzofuran-7-carboxylic acid). Yield: 60.8%. RXN SMILES: [CH:1]([C:3]1[C:4]([OH:13])=[C:5]([CH:10]=[CH:11][CH:12]=1)[C:6]([O:8]C)=[O:7])=O.Br[CH:15]([C:20]1[CH:25]=[CH:24][C:23]([Cl:26])=[CH:22][CH:21]=1)C(OC)=O.C(=O)([O-])[O-].[K+].[K+]>CN(C)C=O>[Cl:26][C:23]1[CH:24]=[CH:25][C:20]([C:15]2[O:13][C:4]3[C:5]([C:6]([OH:8])=[O:7])=[CH:10][CH:11]=[CH:12][C:3]=3[CH:1]=2)=[CH:21][CH:22]=1 |f:2.3.4|. Reported procedure: A mixture of 2.0 g of methyl 3-formyl-2-hydroxybenzoate, 3.51 g of methyl α-bromo-p-chlorophenylacetate, 5.55 g of potassium carbonate and 60 ml of dimethylformamide is heated at 70°-80° C. for 15 minutes and further heated at 100° C. for 10 minutes. The reaction mixture is filtered and washed with ethyl acetate. The washings and the filtrate are combined and water is added to the mixture. The mixture is acidified with 10% hydrochloric acid. The organic layer is collected and the aqueous layer i...